The task is: describe an organic reaction: reactants, conditions, products, and yield. This data is from the Open Reaction Database (ORD), a public repository of structured organic reaction records. The reactants are CC(C)N1CCN(CCn2c(Sc3cc4c(cc3Br)OCO4)nc3c(N)ncnc32)CC1, CC(C)N1CCN(CCn2cnc(N)c3nc(Sc4cc5c(cc4Br)OCO5)nc2-3)CC1. Product: CC(C)N1CCNCC1. Reaction SMILES: [Br:1][c:2]1[c:3]([S:4][c:5]2[n:6]([CH2:7][CH2:8][N:24]3[CH2:25][CH2:26][N:27]([CH:30]([CH3:31])[CH3:32])[CH2:28][CH2:29]3)[c:9]3[c:10]([n:11]2)[c:12]([NH2:13])[n:14][cH:15][n:16]3)[cH:17][c:18]2[c:22]([cH:23]1)[O:21][CH2:20][O:19]2.[Br:33][c:34]1[c:35]([S:36][c:37]2[n:38][c:39]3[n:46]([CH2:47][CH2:48][N:49]4[CH2:50][CH2:51][N:52]([CH:53]([CH3:54])[CH3:55])[CH2:56][CH2:57]4)[cH:45][n:44][c:42]([NH2:43])[c:40]-3[n:41]2)[cH:58][c:59]2[c:63]([cH:64]1)[O:62][CH2:61][O:60]2>>[NH:24]1[CH2:25][CH2:26][N:27]([CH:30]([CH3:31])[CH3:32])[CH2:28][CH2:29]1. Starting materials: COC1=CC=C(C=C1)NC=1N=NC(=CN1)C(C)NC(=O)C1CCCCC1 (N-[1-(3-{[4-(methyloxy)phenyl]amino}-1,2,4-triazin-6-yl)ethyl]cyclohexane-carboxamide), COC1=CC=C(C=C1)NC=1N=NC(=CN1)C(C)NC(=O)C1CCCCC1 (N-[1-(3-{[4-(methyloxy)phenyl]amino}-1,2,4-triazin-6-yl)ethyl]cyclohexane-carboxamide), P(=O)(Cl)(Cl)Cl (phosphorus oxychloride). The solvent is ClCCCl (1,2-dichloroethane). The product is C1(CCCCC1)C1=NC(=C2C=NC(=NN21)NC2=CC=C(C=C2)OC)C (7-cyclohexyl-5-methyl-N-[4-(methyloxy)phenyl]imidazo[5,1-f][1,2,4]triazin-2-amine). Isolated yield 33.2%. RXN SMILES: [CH3:1][O:2][C:3]1[CH:8]=[CH:7][C:6]([NH:9][C:10]2[N:11]=[N:12][C:13]([CH:16]([NH:18][C:19]([CH:21]3[CH2:26][CH2:25][CH2:24][CH2:23][CH2:22]3)=O)[CH3:17])=[CH:14][N:15]=2)=[CH:5][CH:4]=1.P(Cl)(Cl)(Cl)=O>ClCCCl>[CH:21]1([C:19]2[N:12]3[C:13]([CH:14]=[N:15][C:10]([NH:9][C:6]4[CH:7]=[CH:8][C:3]([O:2][CH3:1])=[CH:4][CH:5]=4)=[N:11]3)=[C:16]([CH3:17])[N:18]=2)[CH2:26][CH2:25][CH2:24][CH2:23][CH2:22]1. Procedure: Applying the Cyclization Procedure 1, using N-[1-(3-{[4-(methyloxy)phenyl]amino}-1,2,4-triazin-6-yl)ethyl]cyclohexane-carboxamide (Intermediate 63) (90 mg, 0.25 mmol), 1,2-dichloroethane (5 mL) and phosphorus oxychloride (0.25 mL, 2.68 mmol), to afford 7-cyclohexyl-5-methyl-N-[4-(methyloxy)phenyl]imidazo[5,1-f][1,2,4]triazin-2-amine (28 mg) as a yellow solid. 1H NMR (DMSO): δ9.46 (s, 1H), 9.06 (s, 1H), 7.71 (d, J=8.7 Hz, 2H), 6.91 (d, J=8.7 Hz, 2H), 3.75 (s, 3H), 3.14 (m, 1H), 2.43 (s; 3H), 1.95... Starting materials: CC(C)=O, O=C=Nc1ccc(Cl)cc1, Cl, [Na+], [OH-], NS(=O)(=O)c1ccsc1. Yields the product O=C(Nc1ccc(Cl)cc1)NS(=O)(=O)c1ccsc1. RXN SMILES: [CH3:22][C:23](=[O:24])[CH3:25].[Cl:12][c:13]1[cH:14][cH:15][c:16]([N:19]=[C:20]=[O:21])[cH:17][cH:18]1.[ClH:26].[Na+:11].[OH-:10].[s:1]1[cH:2][c:3]([S:6](=[O:7])(=[O:8])[NH2:9])[cH:4][cH:5]1>>[s:1]1[cH:2][c:3]([S:6](=[O:7])(=[O:8])[NH:9][C:20]([NH:19][c:16]2[cH:15][cH:14][c:13]([Cl:12])[cH:18][cH:17]2)=[O:21])[cH:4][cH:5]1. Starting materials: C12C3C(C(C=C1)C2)C(=O)OC3=O (5-norbornene-2,3-dicarboxylic anhydride), CO (methanol), CO (methanol). Run at time 3 hour. Product: COC(=O)C1C2C=CC(C1C(=O)O)C2 (5-norbornene-2,3-dicarboxylic monomethyl ester). Reaction SMILES: [CH:1]12[CH2:7][CH:4]([CH:5]=[CH:6]1)[CH:3]1[C:8]([O:10][C:11](=[O:12])[CH:2]21)=[O:9].[CH3:13][OH:14]>>[CH3:13][O:14][C:8]([CH:3]1[CH:2]([C:11]([OH:10])=[O:12])[CH:1]2[CH2:7][CH:4]1[CH:5]=[CH:6]2)=[O:9]. Reported procedure: The same procedure as that of process (I) of Example 1 was conducted to obtain a 50% by weight methanol solution of (A1). In the same manner, to a 1 liter flask were added 24.00 g of 5-norbornene-2,3-dicarboxylic anhydride and 33.37 g of methanol, and the resulting mixture was stirred under reflux in a water bath kept at 90° C. Ninety minutes after initiation of the stirring, solid components disappeared, 3 hours after, the temperature was lowered to room temperature to obtain a 50% by weight me... Starting materials: O (H2O), ClC=1C(=NC=CN1)C(C(=O)O)(C)C (2-(3-chloropyrazin-2-yl)-2-methylpropanoic acid), NC1CCN(CC1)C(=O)OC(C)(C)C (tert-butyl 4-amino-1-piperidinecarboxylate), CCN(C(C)C)C(C)C (DIEA). The solvent is CN(C)C=O (DMF). Conditions: time 8 hour. Yields the product ClC=1C(=NC=CN1)C(C(=O)NC1CCN(CC1)C(=O)OC(C)(C)C)(C)C (tert-butyl 4-(2-(3-chloropyrazin-2-yl)-2-methylpropanamido)piperidine-1-carboxylate). Reaction SMILES: [Cl:1][C:2]1[C:3]([C:8]([CH3:13])([CH3:12])[C:9]([OH:11])=O)=[N:4][CH:5]=[CH:6][N:7]=1.[NH2:14][CH:15]1[CH2:20][CH2:19][N:18]([C:21]([O:23][C:24]([CH3:27])([CH3:26])[CH3:25])=[O:22])[CH2:17][CH2:16]1.CCN(C(C)C)C(C)C.O>CN(C=O)C>[Cl:1][C:2]1[C:3]([C:8]([CH3:13])([CH3:12])[C:9]([NH:14][CH:15]2[CH2:16][CH2:17][N:18]([C:21]([O:23][C:24]([CH3:27])([CH3:26])[CH3:25])=[O:22])[CH2:19][CH2:20]2)=[O:11])=[N:4][CH:5]=[CH:6][N:7]=1. Procedure details: A mixture of 2-(3-chloropyrazin-2-yl)-2-methylpropanoic acid (2.0 g, 9.97 mmol), tert-butyl 4-amino-1-piperidinecarboxylate (2.396 g, 11.96 mmol), DIEA (2.61 ml, 14.95 mmol), and hatu (4.17 g, 10.97 mmol) in DMF (30 mL) was stirred at RT overnight. The reaction mixture was then heated to 55° C. for 4 h, cooled, and H2O was added, the light brown solid was collected, dried and used in the next step (3.1 g, 81%). MS (M+1): 383.1